From a dataset of the Open Reaction Database (ORD), a public repository of structured organic reaction records. describe an organic reaction: reactants, conditions, products, and yield Starting materials: [N+](=O)([O-])C1=CC=C(C=C1)O (4-nitrophenol), [H-].[Na+] (sodium hydride), ClC1=NC=NC(=C1)SC (4-chloro-6-methylsulfanyl-pyrimidine). The solvent is CN(C)C=O (DMF), CN(C)C=O (DMF), O (water), C(C)(=O)OCC (ethyl acetate). Reaction conditions: temperature 130 celsius, time 30 minute. The product is CSC1=NC=NC(=C1)OC1=CC=C(C=C1)[N+](=O)[O-] (4-Methylsulfanyl-6-(4-nitro-phenoxy)-pyrimidine). Isolated yield 44.0%. RXN SMILES: [N+:1]([C:4]1[CH:9]=[CH:8][C:7]([OH:10])=[CH:6][CH:5]=1)([O-:3])=[O:2].[H-].[Na+].Cl[C:14]1[CH:19]=[C:18]([S:20][CH3:21])[N:17]=[CH:16][N:15]=1>CN(C=O)C.C(OCC)(=O)C.O>[CH3:21][S:20][C:18]1[CH:19]=[C:14]([O:10][C:7]2[CH:8]=[CH:9][C:4]([N+:1]([O-:3])=[O:2])=[CH:5][CH:6]=2)[N:15]=[CH:16][N:17]=1 |f:1.2|. Procedure details: To a solution of 4-nitrophenol (8.04 g, 58 mmol) in DMF (36 ml) is added at 0° C. sodium hydride (2.5 g, 63 mmol, 60% in mineral oil) and stirring is continued for 30 minutes at r.t. A solution of 4-chloro-6-methylsulfanyl-pyrimidine (8.44 g, 52.5 mmol) in DMF (12 ml) is added and the reaction mixture is sealed in a reaction tube and heated in the microwave to 130° C. for 20 minutes. The reaction mixture is taken up in ethyl acetate and water. The organic phase is washed dried and evaporated. Re... The reactants are ( 36 ), FC1=C(C=CC=C1S(=O)(=O)C(F)(F)F)C1CCNCC1 (4-{2-fluoro-3-[(trifluoromethyl)sulfonyl]phenyl}-piperidine), ( 15 ), C([O-])([O-])=O.[K+].[K+] (potassium carbonate), ICCO (2-iodoethanol), ( 12 ). The solvent is C(C)#N (acetonitrile). Yields the product FC1=C(C=CC=C1S(=O)(=O)C(F)(F)F)C1CCN(CC1)CCO (2-(4-{2-FLUORO-3-[(TRIFLUOROMETHYL)SULFONYL]PHENYL}PIPERIDIN-1-YL)ETHANOL). RXN SMILES: [F:1][C:2]1[C:7]([S:8]([C:11]([F:14])([F:13])[F:12])(=[O:10])=[O:9])=[CH:6][CH:5]=[CH:4][C:3]=1[CH:15]1[CH2:20][CH2:19][NH:18][CH2:17][CH2:16]1.C(=O)([O-])[O-].[K+].[K+].I[CH2:28][CH2:29][OH:30]>C(#N)C>[F:1][C:2]1[C:7]([S:8]([C:11]([F:14])([F:13])[F:12])(=[O:9])=[O:10])=[CH:6][CH:5]=[CH:4][C:3]=1[CH:15]1[CH2:20][CH2:19][N:18]([CH2:28][CH2:29][OH:30])[CH2:17][CH2:16]1 |f:1.2.3|. Procedure: Preparation according to Example 1: 4-{2-fluoro-3-[(trifluoromethyl)sulfonyl]phenyl}-piperidine (0.01 g), acetonitrile (2 ml), potassium carbonate (0.01 g) and 2-iodoethanol (0.01 g). MS m/z (rel. intensity, 70 eV) 355 (M+, 1), 325 (15), 324 (bp), 191 (36), 133 (12). Reactants: CCN(C(C)C)C(C)C, C1CCOC1, O, Cc1ccc(S(=O)(=O)OCC2CO2)cc1, Sc1ccccc1. The product is Cc1ccc(S(=O)(=O)OCC(O)CSc2ccccc2)cc1. RXN SMILES: [CH:16]([N:17]([CH2:18][CH3:19])[CH:20]([CH3:21])[CH3:22])([CH3:23])[CH3:24].[O:33]1[CH2:34][CH2:35][CH2:36][CH2:37]1.[OH2:32].[S:1](=[O:2])(=[O:3])([c:4]1[cH:5][cH:6][c:7]([CH3:8])[cH:9][cH:10]1)[O:11][CH2:12][CH:13]1[CH2:14][O:15]1.[SH:25][c:26]1[cH:27][cH:28][cH:29][cH:30][cH:31]1>>[S:1](=[O:2])(=[O:3])([c:4]1[cH:5][cH:6][c:7]([CH3:8])[cH:9][cH:10]1)[O:11][CH2:12][CH:13]([CH2:14][S:25][c:26]1[cH:27][cH:28][cH:29][cH:30][cH:31]1)[OH:15]. Reactants: CC(C)(C)OC(=O)n1ccc2cc(C#CCCCO)ccc21, CO. Product: CC(C)(C)OC(=O)n1ccc2cc(CCCCCO)ccc21. Reaction SMILES: [C:1]([CH3:2])([CH3:3])([CH3:4])[O:5][C:6](=[O:7])[n:8]1[cH:9][cH:10][c:11]2[cH:12][c:13]([C:17]#[C:18][CH2:19][CH2:20][CH2:21][OH:22])[cH:14][cH:15][c:16]12.[CH3:23][OH:24]>>[C:1]([CH3:2])([CH3:3])([CH3:4])[O:5][C:6](=[O:7])[n:8]1[cH:9][cH:10][c:11]2[cH:12][c:13]([CH2:17][CH2:18][CH2:19][CH2:20][CH2:21][OH:22])[cH:14][cH:15][c:16]12. The reactants are NC1=C(C(=CC=C1)N)NCCCNC(OC(C)(C)C)=O (tert-butyl {3-[(2,6-diaminophenyl)amino]propyl}carbamate), Cl.ClC1=C(C=CC(=C1)Cl)C(C(OC)=N)O (methyl 2-(2,4-dichlorophenyl)-2-hydroxyethanimidoate hydrochloride). Solvent: O (water), C(C)O (ethanol). Reaction conditions: time 14 hour. The product is NC1=CC=CC2=C1N(C(=N2)C(O)C2=C(C=C(C=C2)Cl)Cl)CCCNC(OC(C)(C)C)=O (tert-Butyl (3-{7-amino-2-[(2,4-dichlorophenyl)(hydroxy)methyl]-1H-benzimidazol-1-yl}propyl)carbamate). Isolated yield 84.6%. RXN SMILES: [NH2:1][C:2]1[CH:7]=[CH:6][CH:5]=[C:4]([NH2:8])[C:3]=1[NH:9][CH2:10][CH2:11][CH2:12][NH:13][C:14](=[O:20])[O:15][C:16]([CH3:19])([CH3:18])[CH3:17].Cl.[Cl:22][C:23]1[CH:28]=[C:27]([Cl:29])[CH:26]=[CH:25][C:24]=1[CH:30]([OH:35])[C:31](=N)OC>C(O)C.O>[NH2:1][C:2]1[C:3]2[N:9]([CH2:10][CH2:11][CH2:12][NH:13][C:14](=[O:20])[O:15][C:16]([CH3:17])([CH3:19])[CH3:18])[C:31]([CH:30]([C:24]3[CH:25]=[CH:26][C:27]([Cl:29])=[CH:28][C:23]=3[Cl:22])[OH:35])=[N:8][C:4]=2[CH:5]=[CH:6][CH:7]=1 |f:1.2|. Reported procedure: To a stirred solution of tert-butyl {3-[(2,6-diaminophenyl)amino]propyl}carbamate (5.47 g, 19.5 mmol) in ethanol (39 mL) was added methyl 2-(2,4-dichlorophenyl)-2-hydroxyethanimidoate hydrochloride (5.80 g, 19.5 mmol) at room temperature. After 14 h, the reaction mixture was diluted with water. The resultant precipitate was collected by filtration and washed with water and ethyl acetate to give the title compound as a colorless solid (7.67 g, 16.5 mmol, 85%). The reactants are ClC1=CC(=NC=C1OC)C(=O)NCCNC(OC(C)(C)C)=O (t-butyl [2-(4-chloro-5-methoxypyridine-2-carboxamido)ethyl]carbamate), C(C)(=O)OCC.CCCCCC (ethyl acetate n-hexane). Yields the product ClC1=CC(=NC=C1OC)C(=O)O (4-chloro-5-methoxy-2-pyridinecarboxylic acid). As a reaction SMILES: [Cl:1][C:2]1[C:7]([O:8][CH3:9])=[CH:6][N:5]=[C:4]([C:10](NCCNC(=O)OC(C)(C)C)=[O:11])[CH:3]=1.C(OCC)(=[O:25])C.CCCCCC>>[Cl:1][C:2]1[C:7]([O:8][CH3:9])=[CH:6][N:5]=[C:4]([C:10]([OH:11])=[O:25])[CH:3]=1 |f:1.2|. Reported procedure: In analogous manner, from 3.3 g of 4-chloro-5-methoxy-2-pyridinecarboxylic acid there was obtained t-butyl [2-(4-chloro-5-methoxypyridine-2-carboxamido)ethyl]carbamate as pale yellow crystals (ethyl acetate/n-hexane), m.p. 132°-133°, which, in turn, was converted into N-(2-aminoethyl)-4-chloro-5-methoxypyridine-2-carboxamide hydrochloride, white crystals (methanol/ether), m.p. 256°-257°.